Dataset: the Open Reaction Database (ORD), a public repository of structured organic reaction records. Task: describe an organic reaction: reactants, conditions, products, and yield The reactants are [BH3-]C#N, CC(=O)O, CC(C)=O, CO, FC(F)(F)C(F)(F)COc1cccc(CNCCc2c[nH]c3cc(Cl)ccc23)c1, [Na+]. Product: CC(C)N(CCc1c[nH]c2cc(Cl)ccc12)Cc1cccc(OCC(F)(F)C(F)(F)F)c1. RXN SMILES: [C:34]([BH3-:35])#[N:36].[C:38]([OH:39])(=[O:40])[CH3:41].[CH3:30][C:31]([CH3:32])=[O:33].[CH3:42][OH:43].[Cl:1][c:2]1[cH:3][cH:4][c:5]2[c:6]([CH2:11][CH2:12][NH:13][CH2:14][c:15]3[cH:16][c:17]([O:21][CH2:22][C:23]([C:24]([F:25])([F:26])[F:27])([F:28])[F:29])[cH:18][cH:19][cH:20]3)[cH:7][nH:8][c:9]2[cH:10]1.[Na+:37]>>[Cl:1][c:2]1[cH:3][cH:4][c:5]2[c:6]([CH2:11][CH2:12][N:13]([CH2:14][c:15]3[cH:16][c:17]([O:21][CH2:22][C:23]([C:24]([F:25])([F:26])[F:27])([F:28])[F:29])[cH:18][cH:19][cH:20]3)[CH:31]([CH3:30])[CH3:32])[cH:7][nH:8][c:9]2[cH:10]1. The reactants are [Li]CCCC, CC(C)(C)C(=O)Nc1ccc(Cl)cc1, CCOC(=O)C(F)(F)F, C1CCOC1. The product is CC(C)(C)C(=O)Nc1ccc(Cl)cc1C(=O)C(F)(F)F. Reaction SMILES: [CH2:15]([Li:16])[CH2:17][CH2:18][CH3:19].[Cl:1][c:2]1[cH:3][cH:4][c:5]([NH:8][C:9]([C:10]([CH3:11])([CH3:12])[CH3:13])=[O:14])[cH:6][cH:7]1.[F:20][C:21]([C:22](=[O:23])[O:24][CH2:25][CH3:26])([F:27])[F:28].[O:29]1[CH2:30][CH2:31][CH2:32][CH2:33]1>>[Cl:1][c:2]1[cH:3][cH:4][c:5]([NH:8][C:9]([C:10]([CH3:11])([CH3:12])[CH3:13])=[O:14])[c:6]([C:22]([C:21]([F:20])([F:27])[F:28])=[O:23])[cH:7]1. Reactants: BrC1=CC(=CC=C1)[N+](=O)[O-] (1-bromo-3-nitrobenzene), FC=1C=C(C=CC1)B(O)O (3-fluorophenylboronic acid), [O-]P(=O)([O-])[O-].[K+].[K+].[K+] (potassium phosphate tribasic), O1CCOCC1 (1,4-dioxane), FC=1C=C(C=CC1)B(O)O (3-fluorophenylboronic acid). The reagents and catalysts are C=1C=CC(=CC1)[P](C=2C=CC=CC2)(C=3C=CC=CC3)[Pd]([P](C=4C=CC=CC4)(C=5C=CC=CC5)C=6C=CC=CC6)([P](C=7C=CC=CC7)(C=8C=CC=CC8)C=9C=CC=CC9)[P](C=1C=CC=CC1)(C=1C=CC=CC1)C=1C=CC=CC1 (tetrakis(triphenylphosphine)palladium(0)), C=1C=CC(=CC1)[P](C=2C=CC=CC2)(C=3C=CC=CC3)[Pd]([P](C=4C=CC=CC4)(C=5C=CC=CC5)C=6C=CC=CC6)([P](C=7C=CC=CC7)(C=8C=CC=CC8)C=9C=CC=CC9)[P](C=1C=CC=CC1)(C=1C=CC=CC1)C=1C=CC=CC1 (Tetrakis(triphenylphosphine)palladium(0)). The solvent is O (water). Run at temperature 95 celsius, time 1 hour. Yields the product FC=1C=C(C=CC1)C1=CC(=CC=C1)[N+](=O)[O-] (3′-fluoro-3-nitrobiphenyl). The yield is 97.0%. As a reaction SMILES: Br[C:2]1[CH:7]=[CH:6][CH:5]=[C:4]([N+:8]([O-:10])=[O:9])[CH:3]=1.[F:11][C:12]1[CH:13]=[C:14](B(O)O)[CH:15]=[CH:16][CH:17]=1.[O-]P([O-])([O-])=O.[K+].[K+].[K+].O1CCOCC1>C1C=CC([P]([Pd]([P](C2C=CC=CC=2)(C2C=CC=CC=2)C2C=CC=CC=2)([P](C2C=CC=CC=2)(C2C=CC=CC=2)C2C=CC=CC=2)[P](C2C=CC=CC=2)(C2C=CC=CC=2)C2C=CC=CC=2)(C2C=CC=CC=2)C2C=CC=CC=2)=CC=1.O>[F:11][C:12]1[CH:17]=[C:16]([C:2]2[CH:7]=[CH:6][CH:5]=[C:4]([N+:8]([O-:10])=[O:9])[CH:3]=2)[CH:15]=[CH:14][CH:13]=1 |f:2.3.4.5,^1:38,40,59,78|. Reported procedure: A 25 mL microwave vessel was charged with 1-bromo-3-nitrobenzene (XLVIII) (0.61 g, 3.0 mmol), 3-fluorophenylboronic acid (XLIX) (0.46 g, 3.3 mmol), potassium phosphate tribasic (0.95 g, 4.5 mmol), 1,4-dioxane (15.0 mL), and water (3.0 mL). Tetrakis(triphenylphosphine)palladium(0) (0.17 g, 0.15 mmol) was added, and the reaction was placed in a microwave reactor for 1 h at 95° C. An additional 3-fluorophenylboronic acid (0.20 g) and tetrakis(triphenylphosphine)palladium(0) (0.05 g) were added, and... The reactants are ClC=1C2=C(N=CN1)CCN(C2)C2=NC=C(C=C2)C (4-chloro-5,6,7,8-tetrahydro-6-(5-methylpyridin-2-yl)pyrido[4,3-d]pyrimidine), N[C@H](CCO)C=1C=NC(=CC1)C ((R)-3-amino-3-(6-methylpyridin-3-yl)propan-1-ol), C(C)(C)N(C(C)C)CC (N,N-diisopropylethylamine). Run in C(C)#N (acetonitrile). Yields the product CC1=CC=C(C=N1)[C@@H](CCO)NC=1C2=C(N=CN1)CCN(C2)C2=NC=C(C=C2)C ((R)-3-(6-Methyl-pyridin-3-yl)-3-[6-(5-methyl-pyridin-2-yl)-5,6,7,8-tetrahydro-pyrido[4,3-d]pyrimidin-4-ylamino]-propan-1-ol). As a reaction SMILES: Cl[C:2]1[C:3]2[CH2:11][N:10]([C:12]3[CH:17]=[CH:16][C:15]([CH3:18])=[CH:14][N:13]=3)[CH2:9][CH2:8][C:4]=2[N:5]=[CH:6][N:7]=1.[NH2:19][C@@H:20]([C:24]1[CH:25]=[N:26][C:27]([CH3:30])=[CH:28][CH:29]=1)[CH2:21][CH2:22][OH:23].C(N(CC)C(C)C)(C)C>C(#N)C>[CH3:30][C:27]1[N:26]=[CH:25][C:24]([C@H:20]([NH:19][C:2]2[C:3]3[CH2:11][N:10]([C:12]4[CH:17]=[CH:16][C:15]([CH3:18])=[CH:14][N:13]=4)[CH2:9][CH2:8][C:4]=3[N:5]=[CH:6][N:7]=2)[CH2:21][CH2:22][OH:23])=[CH:29][CH:28]=1. Procedure: A reaction mixture of 4-chloro-5,6,7,8-tetrahydro-6-(5-methylpyridin-2-yl)pyrido[4,3-d]pyrimidine (35 mg, 0.14 mmol) and (R)-3-amino-3-(6-methylpyridin-3-yl)propan-1-ol (15 mg, 0.090 mmol) in acetonitrile (1.5 mL) and N,N-diisopropylethylamine (31 μL, 0.18 mmol) was subjected to microwave irradiation at 180° C. for 2 h. The reaction mixture was concentrated and purified by semi-prep HPLC ((100×20.2 mm, C18 column; 30-60% CH3CN-water [10 mM Et2NH]) to give a light yellow foam. LC-MS: 391.4 [M+H]+...